This data is from the Open Reaction Database (ORD), a public repository of structured organic reaction records. The task is: describe an organic reaction: reactants, conditions, products, and yield Reactants: FC(C=1C=C2C=CNC2=CC1)(F)F (5-Trifluoromethylindole), C(#N)[BH3-].[Na+] (sodium cyanoborohydride). Solvent: C(C)(=O)O (acetic acid). Product: FC(C=1C=C2CCNC2=CC1)(F)F (5-Trifluoromethylindoline). The yield is 83.0%. RXN SMILES: [F:1][C:2]([F:13])([F:12])[C:3]1[CH:4]=[C:5]2[C:9](=[CH:10][CH:11]=1)[NH:8][CH:7]=[CH:6]2.C([BH3-])#N.[Na+]>C(O)(=O)C>[F:13][C:2]([F:1])([F:12])[C:3]1[CH:4]=[C:5]2[C:9](=[CH:10][CH:11]=1)[NH:8][CH2:7][CH2:6]2 |f:1.2|. Reported procedure: 5-Trifluoromethylindole (D42) was reduced in the usual way with sodium cyanoborohydride in glacial acetic acid to give the title compound (D43) (0.18 g, 83%) The reactants are E1, ClC=1C=C2N(C(N1)=O)CCN2C (7-chloro-1-methyl-2,3-dihydroimidazo[1,2-c]pyrimidin-5(1H)-one), FC=1C=C(C=C(C1OC1=CC(=C(C=C1)C(F)(F)F)F)F)CO ((3,5-difluoro-4-(3-fluoro-4-(trifluoromethyl)phenoxy)phenyl)methanol), [H-].[Na+] (sodium hydride). The solvent is CN(C)C=O (DMF). Yields the product FC=1C=C(COC=2C=C3N(C(N2)=O)CCN3C)C=C(C1OC1=CC(=C(C=C1)C(F)(F)F)F)F (7-((3,5-difluoro-4-(3-fluoro-4-(trifluoromethyl)phenoxy)benzyl)oxy)-1-methyl-2,3-dihydroimidazo[1,2-c]pyrimidin-5(I H)-one). As a reaction SMILES: [F:1][C:2]1[CH:3]=[C:4]([CH2:21][OH:22])[CH:5]=[C:6]([F:20])[C:7]=1[O:8][C:9]1[CH:14]=[CH:13][C:12]([C:15]([F:18])([F:17])[F:16])=[C:11]([F:19])[CH:10]=1.[H-].[Na+].Cl[C:26]1[CH:27]=[C:28]2[N:35]([CH3:36])[CH2:34][CH2:33][N:29]2[C:30](=[O:32])[N:31]=1>CN(C=O)C>[F:1][C:2]1[CH:3]=[C:4]([CH:5]=[C:6]([F:20])[C:7]=1[O:8][C:9]1[CH:14]=[CH:13][C:12]([C:15]([F:17])([F:18])[F:16])=[C:11]([F:19])[CH:10]=1)[CH2:21][O:22][C:26]1[CH:27]=[C:28]2[N:35]([CH3:36])[CH2:34][CH2:33][N:29]2[C:30](=[O:32])[N:31]=1 |f:1.2|. Procedure: Prepared in a manner similar to that described for E1 using (3,5-difluoro-4-(3-fluoro-4-(trifluoromethyl)phenoxy)phenyl)methanol (122 mg, 0.377 mmol) in DMF (4 mL), sodium hydride (45.3 mg, 1.131 mmol) and 7-chloro-1-methyl-2,3-dihydroimidazo[1,2-c]pyrimidin-5(1H)-one (70 mg, 0.377 mmol). Reactants: [H-].[Na+] (Sodium hydride), CN(C)C=O (DMF), C(C)(C)OC1=CC(=NN1)N (5-isopropoxy-1H-pyrazole-3-amine), C[Si](CCOCCl)(C)C (2-(trimethylsilyl)ethoxymethyl chloride). The solvent is C(C)(=O)OCC (ethyl acetate). Reaction conditions: time 30 minute. Yields the product C(C)(C)OC1=CC(=NN1COCC[Si](C)(C)C)N (5-Isopropoxy-1-{[2-(trimethylsilyl)ethoxy]methyl}-1H-pyrazole-3-amine). Yield: 16.0%. RXN SMILES: [H-].[Na+].CN(C=O)C.[CH:8]([O:11][C:12]1[NH:16][N:15]=[C:14]([NH2:17])[CH:13]=1)([CH3:10])[CH3:9].[CH3:18][Si:19]([CH3:26])([CH3:25])[CH2:20][CH2:21][O:22][CH2:23]Cl>C(OCC)(=O)C>[CH:8]([O:11][C:12]1[N:16]([CH2:23][O:22][CH2:21][CH2:20][Si:19]([CH3:26])([CH3:25])[CH3:18])[N:15]=[C:14]([NH2:17])[CH:13]=1)([CH3:10])[CH3:9] |f:0.1|. Procedure: Sodium hydride (60%, 425 mg, 10.63 mmol) was added to a DMF (mL) solution of 5-isopropoxy-1H-pyrazole-3-amine (1.5 g, 10.63 mmol) at −18 degrees, and the mixture was stirred for 30 minutes. Then, 2-(trimethylsilyl)ethoxymethyl chloride (1.89 mL, 10.63 mmol) was added dropwise, and stirred at room temperature for 24 hours. The reaction mixture was then diluted with ethyl acetate, and washed once with distilled water, and once with saturated brine. The organic layer was dried over magnesium sulfat... Reactants: FC=1C(=C2CCN(N3C2=C(C1)C(C(=C3)C(=O)OC)=O)C)C3=CC(CCC3)=O (Methyl 5-Fluoro-4-(3-oxo-1-cyclohexen-1-yl)-2,3-dihydro-1-methyl-7-oxo-1H,7H-pyrido[3,2,1-ij]cinnoline-8-carboxylate), O1CCCC1 (tetrahydrofuran), Cl (hydrochloric acid). Run in O (water). Run at time 4 day. Yields the product FC=1C(=C2CCN(N3C2=C(C1)C(C(=C3)C(=O)O)=O)C)C3=CC(CCC3)=O (5-Fluoro-4-(3-oxo-1-cyclohexen-1-yl)-2,3-dihydro-1-methyl-7-oxo-1H,7H-pyrido[3,2,1-ij]cinnoline-8-carboxylic acid). Isolated yield 38.1%. As a reaction SMILES: [F:1][C:2]1[C:3]([C:21]2[CH2:26][CH2:25][CH2:24][C:23](=[O:27])[CH:22]=2)=[C:4]2[C:9]3=[C:10]([C:12](=[O:19])[C:13]([C:15]([O:17]C)=[O:16])=[CH:14][N:8]3[N:7]([CH3:20])[CH2:6][CH2:5]2)[CH:11]=1.O1CCCC1.Cl>O>[F:1][C:2]1[C:3]([C:21]2[CH2:26][CH2:25][CH2:24][C:23](=[O:27])[CH:22]=2)=[C:4]2[C:9]3=[C:10]([C:12](=[O:19])[C:13]([C:15]([OH:17])=[O:16])=[CH:14][N:8]3[N:7]([CH3:20])[CH2:6][CH2:5]2)[CH:11]=1. Procedure: 120 mg of the compound (171) obtained in Example 48 was added to a mixture solution of 3 ml of tetrahydrofuran, 1 ml of 6N hydrochloric acid and 1 ml of water, and the solution was stirred for four days at room temperature. The deposited solid matter was filtered off and washed with water and ethanol in this order to obtain 44 mg of the subject compound (172). Reactants: C(#N)C1=NC=CC=N1 (2-Cyano pyrimidine), CC[Mg+].[Br-] (EtMgBr), C1CCOC1 (THF), C(C)[Mg]Br (Ethyl magnesium bromide), C1CCOC1 (THF), B(F)(F)F (BF3). Reagents/catalysts: CC([O-])C.[Ti+4].CC([O-])C.CC([O-])C.CC([O-])C (titanium isopropoxide). Run in O (Water). Run at time 15 minute. Yields the product N1=C(N=CC=C1)C1(CC1)N (1-(Pyrimidin-2-yl)cyclopropanamine). As a reaction SMILES: [C:1]([C:3]1[N:8]=[CH:7][CH:6]=[CH:5][N:4]=1)#[N:2].[CH2:9]1COC[CH2:10]1.C([Mg]Br)C.B(F)(F)F>CC(C)[O-].[Ti+4].CC(C)[O-].CC(C)[O-].CC(C)[O-].O>[N:4]1[CH:5]=[CH:6][CH:7]=[N:8][C:3]=1[C:1]1([NH2:2])[CH2:10][CH2:9]1 |f:4.5.6.7.8|. Reported procedure: 2-Cyano pyrimidine (5 g, 47.6 mmol, 1 eq) was taken in a Dry THF under Argon atmosphere, then titanium isopropoxide (17 ml, 57.1 mmol, 1.2 eq) was added slowly at ambient temperature and the reaction mixture was stirred for 15 mins. Ethyl magnesium bromide (1M solution) in THF (107 ml, 809 mmol, 2.5 eq) was added via syringe slowly at ambient temperature, (During the addition of EtMgBr reaction mass becomes black). Then the reaction mass was stirred for an hour. BF3.EtO (16.7 ml, 119.0 mmol, 2.5... Reactants: CO (MeOH), [Li+].[OH-] (LiOH), IC1=NN(C2=NC=CC=C21)CC(=O)OCC (Ethyl (3-Iodo-pyrazolo[3,4-b]pyridin-1-yl)-acetate). Run in C1CCOC1 (THF). Yields the product IC1=NN(C2=NC=CC=C21)CC(=O)O ((3-iodo-pyrazolo[3,4-b]pyridin-1-yl)-acetic acid). RXN SMILES: [I:1][C:2]1[C:10]2[C:5](=[N:6][CH:7]=[CH:8][CH:9]=2)[N:4]([CH2:11][C:12]([O:14]CC)=[O:13])[N:3]=1.CO.[Li+].[OH-]>C1COCC1>[I:1][C:2]1[C:10]2[C:5](=[N:6][CH:7]=[CH:8][CH:9]=2)[N:4]([CH2:11][C:12]([OH:14])=[O:13])[N:3]=1 |f:2.3|. Procedure details: Ethyl (3-Iodo-pyrazolo[3,4-b]pyridin-1-yl)-acetate (11 g, 33 mmol, 1 equiv) was dissolved in 50 mL of THF and 50 mL of MeOH to the solution was added 40 mL of 1N LiOH for 3 h. The organic solvents were evaporated and the remaining aqueous phase was neutralized with 1N HCl to a pH of about 1 which resulted in the precipitation of the desired product as a white solid was filtered and air dried to give (3-iodo-pyrazolo[3,4-b]pyridin-1-yl)-acetic acid. Run at temperature 100 celsius, time 1 hour. Reaction SMILES: [NH2:1][C:2]1[CH:7]=[CH:6][C:5]([S:8][C:9]#N)=[CH:4][C:3]=1[N+:11]([O-:13])=[O:12].CN(C)C=O.[BH4-].[Na+].[F:21][C:22]([F:28])([CH:25]([F:27])[F:26])CI>O>[N+:11]([C:3]1[CH:4]=[C:5]([S:8][CH2:9][C:25]([F:27])([F:26])[CH:22]([F:28])[F:21])[CH:6]=[CH:7][C:2]=1[NH2:1])([O-:13])=[O:12] |f:2.3|. Run in O (water). Yields the product [N+](=O)([O-])C1=C(N)C=CC(=C1)SCC(C(F)F)(F)F (2-nitro-4-(2,2,3,3-tetrafluoropropylthio)aniline). Procedure details: 5 G. of 1-amino-2-nitro-4-thiocyanatobenzene in 20 ml. of dimethylformamide is treated under nitrogen with 0.97 g. of sodium borohydride in 10 ml. of dimethylformamide at 20°-30° C. After 1 hour at 20°-25° C, 6 g. of 2,2,3,3-tetrafluoro-1-iodopropane is added and the mixture is heated at 100° C for 4 hours. The mixture is cooled, diluted with water and extracted with chloroform. Evaporation of the dried chloroform solution yields 2-nitro-4-(2,2,3,3-tetrafluoropropylthio)aniline as an oil. Acetyl... Reactants: NC1=C(C=C(C=C1)SC#N)[N+](=O)[O-] (1-amino-2-nitro-4-thiocyanatobenzene), CN(C=O)C (dimethylformamide), FC(CI)(C(F)F)F (2,2,3,3-tetrafluoro-1-iodopropane), CN(C=O)C (dimethylformamide), [BH4-].[Na+] (sodium borohydride). The reactants are COc1ccc(S)cc1, O=C(O)c1c(Cl)ccc([N+](=O)[O-])c1Cl, [H-], [Na+], C1CCOC1. Yields the product COc1ccc(Sc2c([N+](=O)[O-])ccc(Cl)c2C(=O)O)cc1. As a reaction SMILES: [CH3:17][O:18][c:19]1[cH:20][cH:21][c:22]([SH:25])[cH:23][cH:24]1.[Cl:3][c:4]1[c:5]([C:6](=[O:7])[OH:8])[c:9]([Cl:16])[cH:10][cH:11][c:12]1[N+:13](=[O:14])[O-:15].[H-:1].[Na+:2].[O:26]1[CH2:27][CH2:28][CH2:29][CH2:30]1>>[c:4]1([S:25][c:22]2[cH:21][cH:20][c:19]([O:18][CH3:17])[cH:24][cH:23]2)[c:5]([C:6](=[O:7])[OH:8])[c:9]([Cl:16])[cH:10][cH:11][c:12]1[N+:13](=[O:14])[O-:15]. Reactants: O=C1NCCCC[C@H]1NC(OC(C)(C)C)=O ([(3R)-hexahydro-2-oxo-1H-azepin-3-yl]-carbamic acid, 1,1-dimethylethyl ester), CI (CH3I). The solvent is C1CCOC1 (THF), C1CCOC1 (THF). Reaction conditions: time 30 minute. Product: CN1C([C@@H](CCCC1)NC(OC(C)(C)C)=O)=O ([(3R)-hexahydro-1-methyl-2-oxo-1H-azepin-3-yl]-carbamic acid, 1,1-dimethylethyl ester). Reaction SMILES: [O:1]=[C:2]1[C@H:8]([NH:9][C:10](=[O:16])[O:11][C:12]([CH3:15])([CH3:14])[CH3:13])[CH2:7][CH2:6][CH2:5][CH2:4][NH:3]1.[CH3:17]I>C1COCC1>[CH3:17][N:3]1[CH2:4][CH2:5][CH2:6][CH2:7][C@@H:8]([NH:9][C:10](=[O:16])[O:11][C:12]([CH3:13])([CH3:15])[CH3:14])[C:2]1=[O:1]. Procedure: To a stirred solution of [(3R)-hexahydro-2-oxo-1H-azepin-3-yl]-carbamic acid, 1,1-dimethylethyl ester (500 mg) in THF (5 mL) at rt, KHDMS (5.26 mL, 1.0 M in THF) was added. After 30 min, CH3I (0.26 mL) was introduced. The reaction was kept at rt overnight, and then quenched with brine. The reaction mixture was extracted with EtOAc, washed with brine, and dried over Na2SO4. Concentration in vacuo afforded the crude product which was used directly for the next step reaction without further purific...